describe an organic reaction: reactants, conditions, products, and yield From a dataset of the Open Reaction Database (ORD), a public repository of structured organic reaction records. RXN SMILES: [Cl:1][C:2]1[CH:3]=[C:4]([F:19])[CH:5]=[C:6]2[C:10]=1[NH:9][C:8](=[O:11])[C:7]2([CH2:14][CH2:15][CH2:16][CH2:17]Cl)[CH2:12][CH3:13].[Cl:20][C:21]1[CH:22]=[C:23]([N:27]2[CH2:32][CH2:31][NH:30][CH2:29][CH2:28]2)[CH:24]=[CH:25][CH:26]=1>>[ClH:1].[Cl:1][C:2]1[CH:3]=[C:4]([F:19])[CH:5]=[C:6]2[C:10]=1[NH:9][C:8](=[O:11])[C:7]2([CH2:14][CH2:15][CH2:16][CH2:17][N:30]1[CH2:29][CH2:28][N:27]([C:23]2[CH:24]=[CH:25][CH:26]=[C:21]([Cl:20])[CH:22]=2)[CH2:32][CH2:31]1)[CH2:12][CH3:13] |f:2.3|. The product is Cl.ClC=1C=C(C=C2C(C(NC12)=O)(CC)CCCCN1CCN(CC1)C1=CC(=CC=C1)Cl)F (7-Chloro-3-{4-[4-(3-chlorophenyl)-piperazin-1-yl]-butyl}-3-ethyl-5-fluoro-1,3-dihydro-2H-indol-2-one monohydrochloride). Procedure: The title compound is prepared according to process H by applying processing method 2 starting from 7-chloro-3-(4-chlorobutyl)-3-ethyl-5-fluoro-1,3-dihydro-2H-indol-2-one and 1-(3-chlorophenyl)-piperazine. Reactants: ClC=1C=C(C=C2C(C(NC12)=O)(CC)CCCCCl)F (7-chloro-3-(4-chlorobutyl)-3-ethyl-5-fluoro-1,3-dihydro-2H-indol-2-one), ClC=1C=C(C=CC1)N1CCNCC1 (1-(3-chlorophenyl)-piperazine). Reactants: ClC=1C=C(C=C(C1)Cl)C1=CC=CC(=N1)C(=O)O (6-(3,5-Dichloro-phenyl)-pyridine-2-carboxylic acid), C(C)OC(COC1=CC(=CC=C1)N)=O ((3-Amino-phenoxy)-acetic acid ethyl ester). The product is C(C)OC(COC1=CC(=CC=C1)NC(=O)C1=NC(=CC=C1)C1=CC(=CC(=C1)Cl)Cl)=O ((3-{[6-(3,5-Dichloro-phenyl)-pyridine-2-carbonyl]-amino}-phenoxy)-acetic acid ethyl ester). As a reaction SMILES: [Cl:1][C:2]1[CH:3]=[C:4]([C:9]2[N:14]=[C:13]([C:15]([OH:17])=O)[CH:12]=[CH:11][CH:10]=2)[CH:5]=[C:6]([Cl:8])[CH:7]=1.[CH2:18]([O:20][C:21](=[O:31])[CH2:22][O:23][C:24]1[CH:29]=[CH:28][CH:27]=[C:26]([NH2:30])[CH:25]=1)[CH3:19]>>[CH2:18]([O:20][C:21](=[O:31])[CH2:22][O:23][C:24]1[CH:29]=[CH:28][CH:27]=[C:26]([NH:30][C:15]([C:13]2[CH:12]=[CH:11][CH:10]=[C:9]([C:4]3[CH:5]=[C:6]([Cl:8])[CH:7]=[C:2]([Cl:1])[CH:3]=3)[N:14]=2)=[O:17])[CH:25]=1)[CH3:19]. Reported procedure: Carboxylic acid (131) (50 mg, 0.19 mmol) was coupled to aniline (64) (40 mg, 0.21 mmol) using Method D. The residue was triturated with TBME (3 ml) to give the title compound. The reactants are CC1(C2=CC=CC(=C2OC=2C(=CC=CC12)P(C1=CC=CC=C1)C1=CC=CC=C1)P(C1=CC=CC=C1)C1=CC=CC=C1)C (9,9-dimethyl-4,5-bis(diphenylphosphino)xanthene), BrC1=CC=C(C=C1)C1=C(N=CO1)C(=O)OCC (ethyl 5-(4-bromophenyl)oxazole-4-carboxylate), N1(CCNCC1)C(=O)OC(C)(C)C (tert-butyl 1-piperazinecarboxylate), C([O-])([O-])=O.[Cs+].[Cs+] (cesium carbonate). The reagents and catalysts are C=1C=CC(=CC1)/C=C/C(=O)/C=C/C2=CC=CC=C2.C=1C=CC(=CC1)/C=C/C(=O)/C=C/C2=CC=CC=C2.C=1C=CC(=CC1)/C=C/C(=O)/C=C/C2=CC=CC=C2.[Pd].[Pd] (tris(dibenzylideneacetone)dipalladium(0)). Solvent: O1CCOCC1 (dioxane), C(C)(C)(C)O (t-butanol). The product is C(C)OC(=O)C=1N=COC1C1=CC=C(C=C1)N1CCN(CC1)C(=O)OC(C)(C)C (tert-butyl 4-(4-(4-(ethoxycarbonyl)oxazol-5-yl)phenyl)piperazine-1-carboxylate). Yield: 50.3%. As a reaction SMILES: CC1(C)C2C=CC=C(P(C3C=CC=CC=3)C3C=CC=CC=3)C=2OC2C1=CC=CC=2P(C1C=CC=CC=1)C1C=CC=CC=1.Br[C:44]1[CH:49]=[CH:48][C:47]([C:50]2[O:54][CH:53]=[N:52][C:51]=2[C:55]([O:57][CH2:58][CH3:59])=[O:56])=[CH:46][CH:45]=1.[N:60]1([C:66]([O:68][C:69]([CH3:72])([CH3:71])[CH3:70])=[O:67])[CH2:65][CH2:64][NH:63][CH2:62][CH2:61]1.C(=O)([O-])[O-].[Cs+].[Cs+]>O1CCOCC1.C(O)(C)(C)C.C1C=CC(/C=C/C(/C=C/C2C=CC=CC=2)=O)=CC=1.C1C=CC(/C=C/C(/C=C/C2C=CC=CC=2)=O)=CC=1.C1C=CC(/C=C/C(/C=C/C2C=CC=CC=2)=O)=CC=1.[Pd].[Pd]>[CH2:58]([O:57][C:55]([C:51]1[N:52]=[CH:53][O:54][C:50]=1[C:47]1[CH:48]=[CH:49][C:44]([N:63]2[CH2:62][CH2:61][N:60]([C:66]([O:68][C:69]([CH3:72])([CH3:71])[CH3:70])=[O:67])[CH2:65][CH2:64]2)=[CH:45][CH:46]=1)=[O:56])[CH3:59] |f:3.4.5,8.9.10.11.12|. Procedure: A solution of tris(dibenzylideneacetone)dipalladium(0) (0.079 g, 0.09 mmol), 9,9-dimethyl-4,5-bis(diphenylphosphino)xanthene (0.100 g, 0.17 mmol), ethyl 5-(4-bromophenyl)oxazole-4-carboxylate (0.500 g, 1.69 mmol), tert-butyl 1-piperazinecarboxylate (0.409 g, 2.20 mmol) and cesium carbonate (0.786 g, 2.41 mmol) in dioxane (25 ml) and t-butanol (25 ml) was degassed, placed under a nitrogen atmosphere and heated under reflux overnight. The solvent was removed in vacuo and the residue partitioned be... The reactants are CO, Cl, CC(=O)SC1CC(CC(=O)N(C)C)N(C(=O)OCc2ccc([N+](=O)[O-])cc2)C1, [Na+], [OH-]. Yields the product CN(C)C(=O)CC1CC(S)CN1C(=O)OCc1ccc([N+](=O)[O-])cc1. As a reaction SMILES: [CH3:32][OH:33].[ClH:31].[N+:1](=[O:2])([O-:3])[c:4]1[cH:5][cH:6][c:7]([CH2:8][O:9][C:10](=[O:11])[N:12]2[CH:13]([CH2:21][C:22](=[O:23])[N:24]([CH3:25])[CH3:26])[CH2:14][CH:15]([S:17][C:18](=[O:19])[CH3:20])[CH2:16]2)[cH:27][cH:28]1.[Na+:30].[OH-:29]>>[N+:1](=[O:2])([O-:3])[c:4]1[cH:5][cH:6][c:7]([CH2:8][O:9][C:10](=[O:11])[N:12]2[CH:13]([CH2:21][C:22](=[O:23])[N:24]([CH3:25])[CH3:26])[CH2:14][CH:15]([SH:17])[CH2:16]2)[cH:27][cH:28]1. Starting materials: FC=1C=C(C(=O)[O-])C=CC1NCCCCCCCCCCCCCCCC.[Na+] (sodium 3-fluoro-4-(hexadecylamino)benzoate), C(C)O (ethanol), S(=O)(=O)(C1=CC=C(C)C=C1)OC(C(=O)OCC)C (ethyl α-tosyloxypropionate). Solvent: O (water). Product: FC=1C=C(C(=O)OC(C)C(=O)OCC)C=CC1NCCCCCCCCCCCCCCCC (1-(ethoxycarbonyl)ethyl 3-fluoro-4-(hexadecylamino)benzoate). As a reaction SMILES: [F:1][C:2]1[CH:3]=[C:4]([CH:8]=[CH:9][C:10]=1[NH:11][CH2:12][CH2:13][CH2:14][CH2:15][CH2:16][CH2:17][CH2:18][CH2:19][CH2:20][CH2:21][CH2:22][CH2:23][CH2:24][CH2:25][CH2:26][CH3:27])[C:5]([O-:7])=[O:6].[Na+].C(O)C.S(O[CH:43]([CH3:49])[C:44]([O:46][CH2:47][CH3:48])=[O:45])(C1C=CC(C)=CC=1)(=O)=O>O>[F:1][C:2]1[CH:3]=[C:4]([CH:8]=[CH:9][C:10]=1[NH:11][CH2:12][CH2:13][CH2:14][CH2:15][CH2:16][CH2:17][CH2:18][CH2:19][CH2:20][CH2:21][CH2:22][CH2:23][CH2:24][CH2:25][CH2:26][CH3:27])[C:5]([O:7][CH:43]([C:44]([O:46][CH2:47][CH3:48])=[O:45])[CH3:49])=[O:6] |f:0.1|. Procedure: To a warm mixture of 7 g sodium 3-fluoro-4-(hexadecylamino)benzoate in 100 ml. ethanol is added 4.7 g. ethyl α-tosyloxypropionate. After 17 hours at reflux, the cooled solution is diluted with an equal volume of water and the resultant precipitate is filtered. After washing with cold ethanol and drying, the product is crystallized from acetonitrile to yield 1-(ethoxycarbonyl)ethyl 3-fluoro-4-(hexadecylamino)benzoate as colorless crystals. Starting materials: OC1=C2C(C=C(OC2=CC=C1)C1=CC=CC=C1)=O (5-hydroxyflavone), BrCCCCCCCl (1-bromo-6-chlorohexane), OC1CCNCC1 (4-hydroxypiperidine). Product: Cl.OC1CCN(CC1)CCCCCCOC1=CC=CC2=C1C(C=C(O2)C2=CC=CC=C2)=O (5-[6-(4-hydroxypiperidinyl)hexoxy]-2-phenyl-4H-1-benzopyran-4-one hydrochloride). As a reaction SMILES: [OH:1][C:2]1[CH:11]=[CH:10][CH:9]=[C:8]2[C:3]=1[C:4](=[O:18])[CH:5]=[C:6]([C:12]1[CH:17]=[CH:16][CH:15]=[CH:14][CH:13]=1)[O:7]2.Br[CH2:20][CH2:21][CH2:22][CH2:23][CH2:24][CH2:25][Cl:26].[OH:27][CH:28]1[CH2:33][CH2:32][NH:31][CH2:30][CH2:29]1>>[ClH:26].[OH:27][CH:28]1[CH2:33][CH2:32][N:31]([CH2:20][CH2:21][CH2:22][CH2:23][CH2:24][CH2:25][O:1][C:2]2[C:3]3[C:4](=[O:18])[CH:5]=[C:6]([C:12]4[CH:13]=[CH:14][CH:15]=[CH:16][CH:17]=4)[O:7][C:8]=3[CH:9]=[CH:10][CH:11]=2)[CH2:30][CH2:29]1 |f:3.4|. Reported procedure: The compound was prepared by the method of Example 21 from 5-hydroxyflavone, 1-bromo-6-chlorohexane, and 4-hydroxypiperidine: mp 210°-211° C. Reactants: CN(C)C=O, [H-], COc1ncc(C(=O)Oc2ccc([N+](=O)[O-])cc2)c2cc(C(C)=O)oc12, Nc1c(Cl)cncc1Cl, [Na+]. Product: COc1ncc(C(=O)Nc2c(Cl)cncc2Cl)c2cc(C(C)=O)oc12. Reaction SMILES: [CH3:38][N:39]([CH3:40])[CH:41]=[O:42].[H-:10].[N+:12]([c:13]1[cH:14][cH:15][c:16]([O:21][C:22](=[O:17])[c:24]2[c:25]3[c:26]([c:27]([O:30][CH3:31])[n:28][cH:29]2)[o:32][c:33]([C:35]([CH3:36])=[O:37])[cH:34]3)[cH:18][cH:19]1)([O-:20])=[O:23].[NH2:1][c:2]1[c:3]([Cl:9])[cH:4][n:5][cH:6][c:7]1[Cl:8].[Na+:11]>>[NH:1]([c:2]1[c:3]([Cl:9])[cH:4][n:5][cH:6][c:7]1[Cl:8])[C:22](=[O:21])[c:24]1[c:25]2[c:26]([c:27]([O:30][CH3:31])[n:28][cH:29]1)[o:32][c:33]([C:35]([CH3:36])=[O:37])[cH:34]2. Starting materials: [N+](=O)([O-])C=1C=CC(=C(C(=O)O)C1)N1C=CC=C1 (5-nitro-2-(pyrrol-1-yl)benzoic acid), O (water). Run in O1CCCC1 (tetrahydrofuran). Yields the product [N+](=O)([O-])C=1C=CC(=C(CO)C1)N1C=CC=C1 (5-nitro-2-(pyrrol-1-yl)benzyl alcohol). Yield: 70.0%. As a reaction SMILES: [N+:1]([C:4]1[CH:5]=[CH:6][C:7]([N:13]2[CH:17]=[CH:16][CH:15]=[CH:14]2)=[C:8]([CH:12]=1)[C:9](O)=[O:10])([O-:3])=[O:2].O>O1CCCC1>[N+:1]([C:4]1[CH:5]=[CH:6][C:7]([N:13]2[CH:14]=[CH:15][CH:16]=[CH:17]2)=[C:8]([CH:12]=1)[CH2:9][OH:10])([O-:3])=[O:2]. Procedure details: To a solution in anhydrous tetrahydrofuran (10 ml) of the compound (392 mg) obtained in Example 1a, a borane-tetrahydrofuran complex (1.0 M, 2.2 ml) was added dropwise under a nitrogen atmosphere. After heating the reaction mixture under reflux for 3 hours, water was added and the mixture was concentrated at reduced pressure. Brine was added to the resulting residue and the mixture was extracted with ethyl acetate. The organic layer was dried with anhydrous sodium sulfate and concentrated at red... Reactants: C1(=CC(=CC=C1)C(C)=NOCCO)C1=CC=CC=C1 (2-[1-(3-biphenylyl)-ethylideneaminooxy]ethanol), N(=NC(=O)OCC)C(=O)OCC (diethyl azodicarboxylate), OC1=CC=C(CC2C(N(C(S2)=O)C(C2=CC=CC=C2)(C2=CC=CC=C2)C2=CC=CC=C2)=O)C=C1 (5-(4-hydroxybenzyl)-3-tritylthiazolidine-2,4-dione), C1(=CC=CC=C1)P(C1=CC=CC=C1)C1=CC=CC=C1 (triphenylphosphine). The product is C1(=CC(=CC=C1)C(C)=NOCCOC1=CC=C(CC2C(N(C(S2)=O)C(C2=CC=CC=C2)(C2=CC=CC=C2)C2=CC=CC=C2)=O)C=C1)C1=CC=CC=C1 (5-(4-{2-[1-(3-Biphenylyl)ethylideneaminooxy]-ethoxy}benzyl)-3-tritylthiazolidine-2,4-dione). Yield: 84.7%. As a reaction SMILES: [C:1]1([C:14]2[CH:19]=[CH:18][CH:17]=[CH:16][CH:15]=2)[CH:6]=[CH:5][CH:4]=[C:3]([C:7](=[N:9][O:10][CH2:11][CH2:12][OH:13])[CH3:8])[CH:2]=1.O[C:21]1[CH:53]=[CH:52][C:24]([CH2:25][CH:26]2[S:30][C:29](=[O:31])[N:28]([C:32]([C:45]3[CH:50]=[CH:49][CH:48]=[CH:47][CH:46]=3)([C:39]3[CH:44]=[CH:43][CH:42]=[CH:41][CH:40]=3)[C:33]3[CH:38]=[CH:37][CH:36]=[CH:35][CH:34]=3)[C:27]2=[O:51])=[CH:23][CH:22]=1.C1(P(C2C=CC=CC=2)C2C=CC=CC=2)C=CC=CC=1.N(C(OCC)=O)=NC(OCC)=O>>[C:1]1([C:14]2[CH:15]=[CH:16][CH:17]=[CH:18][CH:19]=2)[CH:6]=[CH:5][CH:4]=[C:3]([C:7](=[N:9][O:10][CH2:11][CH2:12][O:13][C:21]2[CH:53]=[CH:52][C:24]([CH2:25][CH:26]3[S:30][C:29](=[O:31])[N:28]([C:32]([C:45]4[CH:50]=[CH:49][CH:48]=[CH:47][CH:46]=4)([C:39]4[CH:40]=[CH:41][CH:42]=[CH:43][CH:44]=4)[C:33]4[CH:38]=[CH:37][CH:36]=[CH:35][CH:34]=4)[C:27]3=[O:51])=[CH:23][CH:22]=2)[CH3:8])[CH:2]=1. Reported procedure: Following a procedure similar to that described in Example 1(a), but using 511 mg of 2-[1-(3-biphenylyl)-ethylideneaminooxy]ethanol (prepared as described in Preparation 16), 716 mg of 5-(4-hydroxybenzyl)-3-tritylthiazolidine-2,4-dione, 525 mg of triphenylphosphine and 348 mg of diethyl azodicarboxylate, 916 mg of the title compound were obtained as an amorphous solid. The reactants are hydroxamic acid, C(=O)(O)[C@H]1[C@@H](C2=CC=CC=C2CC1)O ((1S,2R)-2-carboxy-1-hydroxytetralin), N(=NC(=O)OCC)C(=O)OCC (diethyl azodicarboxylate), C1(=CC=CC=C1)P(C1=CC=CC=C1)C1=CC=CC=C1 (triphenylphosphine), C(C)(=O)OCC (ethyl acetate). Run in O1CCCC1 (tetrahydrofuran). The product is O[C@@H]1[C@@H](CCC2=CC=CC=C12)N ((1S,2R)-1-hydroxy-2-aminotetralin). Reaction SMILES: C([C@@H:4]1[CH2:13][CH2:12][C:11]2[C:6](=[CH:7][CH:8]=[CH:9][CH:10]=2)[C@H:5]1[OH:14])(O)=O.[N:15](C(OCC)=O)=NC(OCC)=O.C1(P(C2C=CC=CC=2)C2C=CC=CC=2)C=CC=CC=1.C(OCC)(=O)C>O1CCCC1>[OH:14][C@H:5]1[C:6]2[C:11](=[CH:10][CH:9]=[CH:8][CH:7]=2)[CH2:12][CH2:13][C@H:4]1[NH2:15]. Procedure: One gram of the hydroxamic acid of (1S,2R)-2-carboxy-1-hydroxytetralin is reacted with equimolar amounts of diethyl azodicarboxylate and triphenylphosphine in tetrahydrofuran at room temperature using the procedure of Bittner, Grinberg and Kartoon (Tet. Lett. 23, 1965-8 (1974)). The product is isolated by acidification and extraction of the reaction mixture with ethyl acetate, followed by basification of the resulting aqueous solution with NaOH, extraction with methyl t-butyl ether, drying of th...